Dataset: the Open Reaction Database (ORD), a public repository of structured organic reaction records. Task: describe an organic reaction: reactants, conditions, products, and yield The product is COc1ccc(OC)c2c(Nc3ccc(Cl)cc3F)c(C#N)cnc12. Reaction SMILES: [CH2:27]([O:28][CH:29]([OH:30])[CH3:31])[CH3:32].[Cl:18][c:19]1[cH:20][c:21]([F:26])[c:22]([NH2:23])[cH:24][cH:25]1.[Cl:1][c:2]1[c:3]([C:16]#[N:17])[cH:4][n:5][c:6]2[c:7]([O:14][CH3:15])[cH:8][cH:9][c:10]([O:12][CH3:13])[c:11]12.[Na+:33].[Na+:34].[O-:35][C:36](=[O:37])[O-:38].[OH2:39]>>[c:2]1([NH:23][c:22]2[c:21]([F:26])[cH:20][c:19]([Cl:18])[cH:25][cH:24]2)[c:3]([C:16]#[N:17])[cH:4][n:5][c:6]2[c:7]([O:14][CH3:15])[cH:8][cH:9][c:10]([O:12][CH3:13])[c:11]12. The reactants are CCOC(C)O, Nc1ccc(Cl)cc1F, COc1ccc(OC)c2c(Cl)c(C#N)cnc12, [Na+], [Na+], O=C([O-])[O-], O. Starting materials: ClC(=O)OC1=CC=CC=C1 (phenyl chloroformate), C(C)(=O)OCC.CCCCCC.CO (ethyl acetate hexane methanol), FC1=CC=C(C=C1)C=1N=C2SCCN2C1 (6-(4-Fluorophenyl)-2,3-dihydroimidazo[2,1-b]thiazole), N1=CC=CC=C1 (pyridine). The solvent is C(Cl)Cl (methylene chloride), O (water), C(Cl)Cl (methylene chloride). Run at time 1.5 hour. Product: C1(=CC=CC=C1)OC(=O)N1C=CC(C=C1)C1=C(N=C2SCCN21)C2=CC=C(C=C2)F (5-(N-phenyloxycarbonyl-1,4-dihydro-4-pyridyl)-6-(4-fluorophenyl)-2,3-dihydroimidazo[2,1-b]thiazole). Isolated yield 88.9%. RXN SMILES: [F:1][C:2]1[CH:7]=[CH:6][C:5]([C:8]2[N:9]=[C:10]3[N:14]([CH:15]=2)[CH2:13][CH2:12][S:11]3)=[CH:4][CH:3]=1.[N:16]1[CH:21]=[CH:20][CH:19]=[CH:18][CH:17]=1.Cl[C:23]([O:25][C:26]1[CH:31]=[CH:30][CH:29]=[CH:28][CH:27]=1)=[O:24].C(OCC)(=O)C.CCCCCC.CO>C(Cl)Cl.O>[C:26]1([O:25][C:23]([N:16]2[CH:21]=[CH:20][CH:19]([C:15]3[N:14]4[C:10]([S:11][CH2:12][CH2:13]4)=[N:9][C:8]=3[C:5]3[CH:4]=[CH:3][C:2]([F:1])=[CH:7][CH:6]=3)[CH:18]=[CH:17]2)=[O:24])[CH:31]=[CH:30][CH:29]=[CH:28][CH:27]=1 |f:3.4.5|. Procedure details: 6-(4-Fluorophenyl)-2,3-dihydroimidazo[2,1-b]thiazole(10.0 g, 0.0456 mol) and 11 ml (0.136 mol) of pyridine were dissolved in 150 ml of methylene chloride. To this cooled solution (10°) was added 20.35 g (0.13 mol) of phenyl chloroformate in 20 ml of methylene chloride under a nitrogen atmosphere. During the addition, the reaction pot temperature was not allowed to rise past 15°. After the addition, the reddish-colored solution was stirred at ambient temperature for 1.5 hours, then heated under r... Starting materials: CC(C#N)(C)N (2-methyl-2-aminopropionitrile), C(C)(C)(C)N=C=O (t-butyl isocyanate). Run at time 5 minute. Yields the product C(#N)C(C)(C)NC(=O)NC(C)(C)C (N-(1-cyano-1-methylethyl)-N'-(1,1-dimethylethyl)urea). As a reaction SMILES: [CH3:1][C:2]([NH2:6])([CH3:5])[C:3]#[N:4].[C:7]([N:11]=[C:12]=[O:13])([CH3:10])([CH3:9])[CH3:8]>>[C:3]([C:2]([NH:6][C:12]([NH:11][C:7]([CH3:10])([CH3:9])[CH3:8])=[O:13])([CH3:5])[CH3:1])#[N:4]. Procedure: In a nitrogen atmosphere, 24.8 g. (0.3 mole) 2-methyl-2-aminopropionitrile and 30.7 g. (0.3 mole) t-butyl isocyanate, 97%, are combined and stirred for 5 minutes. At the end of this period, the mixture is filtered and 1 ml. of pyridine is added to the filtrate. This mixture is heated in an oil bath for one and one-half hours, keeping the temperature of the bath below 70°. The solid is recrystallized from methanol:water, 60:40, to give N-(1-cyano-1-methylethyl)-N'-(1,1-dimethylethyl)urea, m.p. 20... Yields the product COC(=O)C1CCn2c(C(=O)c3ccccc3)ccc21. Starting materials: CCB(CC)CC, CS(C)=O, CCCCCC, COC(=O)C(I)CCn1cccc1C(=O)c1ccccc1. RXN SMILES: [CH2:1]([B:2]([CH2:3][CH3:4])[CH2:5][CH3:6])[CH3:7].[CH3:29][S:30]([CH3:31])=[O:32].[CH3:33][CH2:34][CH2:35][CH2:36][CH2:37][CH3:38].[CH3:8][O:9][C:10]([CH:11]([CH2:12][CH2:13][n:14]1[c:15]([C:19]([c:20]2[cH:21][cH:22][cH:23][cH:24][cH:25]2)=[O:26])[cH:16][cH:17][cH:18]1)[I:27])=[O:28]>>[CH3:8][O:9][C:10]([CH:11]1[CH2:12][CH2:13][n:14]2[c:15]([C:19]([c:20]3[cH:21][cH:22][cH:23][cH:24][cH:25]3)=[O:26])[cH:16][cH:17][c:18]21)=[O:28].